From a dataset of the Open Reaction Database (ORD), a public repository of structured organic reaction records. describe an organic reaction: reactants, conditions, products, and yield The reactants are ClC1=C2C3=C(C(NC2=NC=C1)=O)C=CC=C3 (1-Chloro-5H-benzo[c][1,8]naphthyridin-6-one), CC(C)(C)[O-].[Na+] (NaOtBu), NC=1C(=CC(=C(C(=O)NOC)C1)F)F (5-amino-2,4-difluoro-N-methoxy-benzamide), CC(C)C1=CC(=C(C(=C1)C(C)C)C2=C(C=CC=C2)P(C3CCCCC3)C4CCCCC4)C(C)C (X-Phos). The reagents and catalysts are CC(=O)[O-].CC(=O)[O-].[Pd+2] (Pd(OAc)2). Run in O1CCOCC1 (dioxane), CCOC(=O)C.O (EtOAc H2O). Reaction conditions: temperature 100 celsius, time 8 hour. Yields the product FC1=C(C(=O)NOC)C=C(C(=C1)F)NC1=C2C3=C(C(NC2=NC=C1)=O)C=CC=C3 (2,4-Difluoro-N-methoxy-5-(6-oxo-5,6-dihydro-benzo[c][1,8]naphthyridin-1-ylamino)-benzamide). Yield: 2.9%. As a reaction SMILES: Cl[C:2]1[CH:11]=[CH:10][N:9]=[C:8]2[C:3]=1[C:4]1[CH:16]=[CH:15][CH:14]=[CH:13][C:5]=1[C:6](=[O:12])[NH:7]2.[NH2:17][C:18]1[C:19]([F:30])=[CH:20][C:21]([F:29])=[C:22]([CH:28]=1)[C:23]([NH:25][O:26][CH3:27])=[O:24].CC(C1C=C(C(C)C)C(C2C=CC=CC=2P(C2CCCCC2)C2CCCCC2)=C(C(C)C)C=1)C.CC([O-])(C)C.[Na+]>O1CCOCC1.CCOC(C)=O.O.CC([O-])=O.CC([O-])=O.[Pd+2]>[F:29][C:21]1[CH:20]=[C:19]([F:30])[C:18]([NH:17][C:2]2[CH:11]=[CH:10][N:9]=[C:8]3[C:3]=2[C:4]2[CH:16]=[CH:15][CH:14]=[CH:13][C:5]=2[C:6](=[O:12])[NH:7]3)=[CH:28][C:22]=1[C:23]([NH:25][O:26][CH3:27])=[O:24] |f:3.4,6.7,8.9.10|. Procedure details: Compound 83 (100 mg, 0.43 mmol), 5-amino-2,4-difluoro-N-methoxy-benzamide (124 mg, 0.52 mmol), Pd(OAc)2 (5 mg, 0.02 mmol), X-Phos (21 mg, 0.04 mmol), and NaOtBu (125 mg, 1.30 mmol) were suspended in dioxane (2 mL), and stirred overnight at 100° C. The reaction mixture was diluted with EtOAc/H2O, and filtered through an Extrelut column. The column was washed with EtOAc, and the filtrate was concentrated. The crude product was purified via Biotage eluting with a gradient of 0 to 10% MeOH in DCM to... Reactants: C(C1=CC=CC=C1)OC(=O)NCCCCC(C(=O)OCC)C(=O)[O-] (monoethyl 2-(4-benzyloxycarbonylaminobutyl)malonate), C=O (formaldehyde), C(C)NCC (diethylamine). Run in C(C)(=O)OCC (Ethyl acetate). Run at temperature 0 celsius. The product is C(C1=CC=CC=C1)OC(=O)NCCCCC(C(=O)OCC)=C (ethyl 2-(4-benzyloxycarbonylaminobutyl)acrylate). The yield is 61.4%. Reaction SMILES: [CH2:1]([O:8][C:9]([NH:11][CH2:12][CH2:13][CH2:14][CH2:15][CH:16]([C:22]([O-])=O)[C:17]([O:19][CH2:20][CH3:21])=[O:18])=[O:10])[C:2]1[CH:7]=[CH:6][CH:5]=[CH:4][CH:3]=1.C=O.C(NCC)C>C(OCC)(=O)C>[CH2:1]([O:8][C:9]([NH:11][CH2:12][CH2:13][CH2:14][CH2:15][C:16](=[CH2:22])[C:17]([O:19][CH2:20][CH3:21])=[O:18])=[O:10])[C:2]1[CH:3]=[CH:4][CH:5]=[CH:6][CH:7]=1. Procedure: The monoethyl 2-(4-benzyloxycarbonylaminobutyl)malonate (3.03 g) obtained in the above step (d) was cooled to 0° C. and added with 36% formaldehyde solution (3 ml) and then with diethylamine (3 ml), and then the mixture was stirred at room temperature for 19.5 hours. Ethyl acetate was added to the reaction system to extract the organic substances, and the organic layer was concentrated under reduced pressure. The residue was purified by silica gel column chromatography (150 g, hexane:acetone=5:1... Reactants: ClCCl, CSC, CO, COC(C)(C)CCC=C(C)C, O=[O+][O-], O. Yields the product COC(C)(C)CCC=O. Reaction SMILES: [CH2:21]([Cl:22])[Cl:23].[CH3:16][S:17][CH3:18].[CH3:19][OH:20].[CH3:1][C:2]([CH3:3])([CH2:4][CH2:5][CH:6]=[C:7]([CH3:8])[CH3:9])[O:10][CH3:11].[O-:12][O+:13]=[O:14].[O:15]>>[CH3:1][C:2]([CH3:3])([CH2:4][CH2:5][CH:6]=[O:12])[O:10][CH3:11]. The reactants are COCCO, CCOCC, COCCOC, CC(C)(C)[O-], Nc1nc(Cl)nc2c1ncn2C1CCCCO1, [Na+]. Yields the product COCCOc1nc(N)c2ncn(C3CCCCO3)c2n1. Reaction SMILES: [CH3:1][O:2][CH2:3][CH2:4][OH:5].[CH3:29][CH2:30][O:31][CH2:32][CH3:33].[CH3:34][O:35][CH2:36][CH2:37][O:38][CH3:39].[CH3:6][C:7]([CH3:8])([O-:9])[CH3:10].[Cl:12][c:13]1[n:14][c:15]([NH2:28])[c:16]2[n:17][cH:18][n:19]([CH:22]3[O:23][CH2:24][CH2:25][CH2:26][CH2:27]3)[c:20]2[n:21]1.[Na+:11]>>[CH3:1][O:2][CH2:3][CH2:4][O:5][c:13]1[n:14][c:15]([NH2:28])[c:16]2[n:17][cH:18][n:19]([CH:22]3[O:23][CH2:24][CH2:25][CH2:26][CH2:27]3)[c:20]2[n:21]1. Starting materials: C(C(=C)CC(=O)[O-])(=O)OCC(CCCC)CC (mono-2-ethylhexyl itaconate), [OH-].[Na+] (sodium hydroxide), O.O.C(C)(=O)[O-].[Zn+2].C(C)(=O)[O-] (zinc acetate dihydrate). Run in aqueous solution. Yields the product C(C(=C)CC(=O)[O-])(=O)OCC(CCCC)CC.[Zn+2].C(C)C(COC(C(=C)CC(=O)[O-])=O)CCCC (Zinc 2-Ethylhexyl Itaconate). As a reaction SMILES: [C:1]([O:9][CH2:10][CH:11]([CH2:16][CH3:17])[CH2:12][CH2:13][CH2:14][CH3:15])(=[O:8])[C:2]([CH2:4][C:5]([O-:7])=[O:6])=[CH2:3].[OH-].[Na+].O.O.C([O-])(=O)C.[Zn+2:26].C([O-])(=O)C>>[C:1]([O:9][CH2:10][CH:11]([CH2:16][CH3:17])[CH2:12][CH2:13][CH2:14][CH3:15])(=[O:8])[C:2]([CH2:4][C:5]([O-:7])=[O:6])=[CH2:3].[Zn+2:26].[CH2:16]([CH:11]([CH2:12][CH2:13][CH2:14][CH3:15])[CH2:10][O:9][C:1](=[O:8])[C:2]([CH2:4][C:5]([O-:7])=[O:6])=[CH2:3])[CH3:17] |f:1.2,3.4.5.6.7,8.9.10|. Procedure: To a 30 percent w/v aqueous dispersion of the mono-2-ethylhexyl itaconate is added 1 molar equivalent of sodium hydroxide as a 10 percent w/v aqueous solution (800 ml). After the stirred suspension clears, 0.5 molar equivalent (219 g) of zinc acetate dihydrate as a saturated aqueous solution is added with stirring. The supernatant liquid is separated from the precipitated zinc 2-ethylhexyl itaconate (6A). The reactants are [N+](=O)([O-])C=1C=C(C=CC1OS(=O)(=O)C1=CC=C(C)C=C1)C(C(F)(F)F)(C(F)(F)F)C1=CC(=C(C=C1)OS(=O)(=O)C1=CC=C(C)C=C1)[N+](=O)[O-] (2,2-bis-(3-nitro-4-tosyloxyphenyl)-hexafluoropropane), NC1=CC=CC=C1 (aniline). The solvent is C(C)#N (acetonitrile). The product is N(C1=CC=CC=C1)C1=C(C=C(C=C1)C(C(F)(F)F)(C(F)(F)F)C1=CC(=C(C=C1)NC1=CC=CC=C1)[N+](=O)[O-])[N+](=O)[O-] (2,2-bis-(4-anilino-3-nitrophenyl)-hexafluoropropane). The yield is 218.6%. Reaction SMILES: [N+:1]([C:4]1[CH:5]=[C:6]([C:21]([C:30]2[CH:35]=[CH:34][C:33](OS(C3C=CC(C)=CC=3)(=O)=O)=[C:32]([N+:47]([O-:49])=[O:48])[CH:31]=2)([C:26]([F:29])([F:28])[F:27])[C:22]([F:25])([F:24])[F:23])[CH:7]=[CH:8][C:9]=1OS(C1C=CC(C)=CC=1)(=O)=O)([O-:3])=[O:2].[NH2:50][C:51]1[CH:56]=[CH:55][CH:54]=[CH:53][CH:52]=1>C(#N)C>[NH:50]([C:33]1[CH:34]=[CH:35][C:30]([C:21]([C:6]2[CH:7]=[CH:8][C:9]([NH:1][C:4]3[CH:5]=[CH:6][CH:7]=[CH:8][CH:9]=3)=[C:4]([N+:1]([O-:3])=[O:2])[CH:5]=2)([C:26]([F:28])([F:29])[F:27])[C:22]([F:25])([F:23])[F:24])=[CH:31][C:32]=1[N+:47]([O-:49])=[O:48])[C:51]1[CH:56]=[CH:55][CH:54]=[CH:53][CH:52]=1. Reported procedure: In an alternative procedure, 7.3 g (0.01 mol) of 2,2-bis-(3-nitro-4-tosyloxyphenyl)-hexafluoropropane, 11.6 g (0.125 mol) of aniline and 50 ml of acetonitrile are heated under reflux for 24 hours. After the red-orange suspension has been cooled, the solid is removed and washed with acetonitrile. The solvent is removed from the filtrate, and the product is recrystallized twice from ethanol to give 6.3 g of 2,2-bis-(4-anilino-3-nitrophenyl)-hexafluoropropane (65% yield). The reactants are CC(C)(C)[Si](Cl)(c1ccccc1)c1ccccc1, OCC1CN(Cc2ccccc2)CCN1Cc1ccccc1, CN(C)C=O, c1c[nH]cn1. Yields the product CC(C)(C)[Si](OCC1CN(Cc2ccccc2)CCN1Cc1ccccc1)(c1ccccc1)c1ccccc1. As a reaction SMILES: [C:28]([CH3:29])([CH3:30])([CH3:31])[Si:32]([c:33]1[cH:34][cH:35][cH:36][cH:37][cH:38]1)([c:39]1[cH:40][cH:41][cH:42][cH:43][cH:44]1)[Cl:45].[CH2:1]([c:2]1[cH:3][cH:4][cH:5][cH:6][cH:7]1)[N:8]1[CH:9]([CH2:21][OH:22])[CH2:10][N:11]([CH2:14][c:15]2[cH:16][cH:17][cH:18][cH:19][cH:20]2)[CH2:12][CH2:13]1.[CH3:46][N:47]([CH3:48])[CH:49]=[O:50].[nH:23]1[cH:24][cH:25][n:26][cH:27]1>>[CH2:1]([c:2]1[cH:3][cH:4][cH:5][cH:6][cH:7]1)[N:8]1[CH:9]([CH2:21][O:22][Si:32]([C:28]([CH3:29])([CH3:30])[CH3:31])([c:33]2[cH:34][cH:35][cH:36][cH:37][cH:38]2)[c:39]2[cH:40][cH:41][cH:42][cH:43][cH:44]2)[CH2:10][N:11]([CH2:14][c:15]2[cH:16][cH:17][cH:18][cH:19][cH:20]2)[CH2:12][CH2:13]1. As a reaction SMILES: [S:1](O)(O)(=O)=O.[NH2:6][C:7]1[CH:8]=[C:9](B(O)O)[CH:10]=[CH:11][CH:12]=1.N[C:17]1[CH:18]=[C:19](B(O)O)C=C[CH:22]=1.[C:26](=[O:29])([O-])[O-].[Na+].[Na+].CN([CH:35]=[O:36])C>C(OCC)(=O)C>[CH3:26][O:29][C:35]([C:22]1[S:1][C:19]([C:9]2[CH:10]=[CH:11][CH:12]=[C:7]([NH2:6])[CH:8]=2)=[CH:18][CH:17]=1)=[O:36] |f:0.1.2,3.4.5|. Reaction conditions: temperature 80 celsius, time 8 hour. The product is COC(=O)C=1SC(=CC1)C1=CC(=CC=C1)N (5-(3-Amino-phenyl)-thiophene-2-carboxylic acid methyl ester). The solvent is C(C)(=O)OCC (ethyl acetate). Starting materials: S(=O)(=O)(O)O.NC=1C=C(C=CC1)B(O)O.NC=1C=C(C=CC1)B(O)O (3-aminophenylboronic acid hemisulfate), Palladium tetrakis triphenylphosphine, C([O-])([O-])=O.[Na+].[Na+] (sodium carbonate), CN(C)C=O (DMF). Yield: 48.0%. Procedure details: A mixture of compound N-1 (1.6 g, 7.20 mmol), 3-aminophenylboronic acid hemisulfate (1.60 g, 8.60 mmol), Palladium tetrakis triphenylphosphine (0.25 g, 0.216 mmol), sodium carbonate (40 mL, 2M, 82 mmol) in DMF (100 mL) was stirred for 2 hrs at 80° C. overnight. The solvent was removed and the crude reaction product was taken up in ethyl acetate (40 mL). The solution was washed with 5% solution of hydrochloric acid (30 mL), then with saturated sodium chloride solution (30 mL), dried over sodium s... Starting materials: S(=O)(Cl)Cl (thionyl chloride), C1=CC=CC=C1 (benzene), C(C)(=O)N1CC(C(=O)O)CCC1 (1-acetylnipecotic acid), [Cl-].[Al+3].[Cl-].[Cl-] (aluminum chloride). Conditions: temperature 60 celsius. Yields the product Cl.C(C1=CC=CC=C1)(=O)C1CNCCC1 (3-Benzoylpiperidine hydrochloride). Isolated yield 16.0%. Reaction SMILES: S(Cl)([Cl:3])=O.C([N:8]1[CH2:16][CH2:15][CH2:14][CH:10]([C:11]([OH:13])=O)[CH2:9]1)(=O)C.[Cl-].[Al+3].[Cl-].[Cl-].[CH:21]1[CH:26]=[CH:25][CH:24]=[CH:23][CH:22]=1>>[ClH:3].[C:11]([CH:10]1[CH2:14][CH2:15][CH2:16][NH:8][CH2:9]1)(=[O:13])[C:21]1[CH:26]=[CH:25][CH:24]=[CH:23][CH:22]=1 |f:2.3.4.5,7.8|. Procedure: The method is that of U.S. Pat. No. 3,576,810. To 500 ml. of thionyl chloride was added 85.6 g. (0.5 mole) of 1-acetylnipecotic acid. The stirred mixture was heated at ca. 60° C. for two hours and then the solvent was evaporated at reduced pressure. The crude acid chloride was taken up in 200 ml. of dry benzene and the resulting solution added slowly to a mixture of 133 g. (1.0 mole) of aluminum chloride in 400 ml. of dry benzene. After the addition was complete the mixture was refluxed one hour... Reactants: O=C([O-])[O-], C1CCNC1, CN(C)C=O, CS(=O)(=O)OCCC1CCCN(C(=O)c2ccc(NC(=O)c3ccccc3Cl)nc2)c2ccc(Cl)cc21, [I-], [K+], [K+], [Na+], O. Yields the product O=C(Nc1ccc(C(=O)N2CCCC(CCN3CCCC3)c3cc(Cl)ccc32)cn1)c1ccccc1Cl. RXN SMILES: [C:45](=[O:46])([O-:47])[O-:48].[CH2:38]1[CH2:39][CH2:40][NH:41][CH2:42]1.[CH3:51][N:52]([CH3:53])[CH:54]=[O:55].[Cl:1][c:2]1[cH:3][cH:4][c:5]2[c:6]([cH:37]1)[CH:7]([CH2:30][CH2:31][O:32][S:33]([CH3:34])(=[O:35])=[O:36])[CH2:8][CH2:9][CH2:10][N:11]2[C:12]([c:13]1[cH:14][n:15][c:16]([NH:19][C:20]([c:21]2[c:22]([Cl:27])[cH:23][cH:24][cH:25][cH:26]2)=[O:28])[cH:17][cH:18]1)=[O:29].[I-:44].[K+:49].[K+:50].[Na+:43].[OH2:56]>>[Cl:1][c:2]1[cH:3][cH:4][c:5]2[c:6]([cH:37]1)[CH:7]([CH2:30][CH2:31][N:41]1[CH2:40][CH2:39][CH2:38][CH2:42]1)[CH2:8][CH2:9][CH2:10][N:11]2[C:12]([c:13]1[cH:14][n:15][c:16]([NH:19][C:20]([c:21]2[c:22]([Cl:27])[cH:23][cH:24][cH:25][cH:26]2)=[O:28])[cH:17][cH:18]1)=[O:29].